From a dataset of the Open Reaction Database (ORD), a public repository of structured organic reaction records. describe an organic reaction: reactants, conditions, products, and yield Reactants: COc1cc(CCN2CCN(C)CC2)ccc1N, C[O-], CC(C)O, O=C(Nc1c(F)cccc1F)c1cccc(-c2nc3ccccn3c2-c2ccnc(Cl)n2)c1, ClCCl, [Na+], Cc1ccc(S(=O)(=O)O)cc1. Yields the product COc1cc(CCN2CCN(C)CC2)ccc1Nc1nccc(-c2c(-c3cccc(C(=O)Nc4c(F)cccc4F)c3)nc3ccccn23)n1. Reaction SMILES: [CH3:34][O:35][c:36]1[c:37]([NH2:38])[cH:39][cH:40][c:41]([CH2:43][CH2:44][N:45]2[CH2:46][CH2:47][N:48]([CH3:51])[CH2:49][CH2:50]2)[cH:42]1.[CH3:63][O-:64].[CH:69]([OH:70])([CH3:71])[CH3:72].[Cl:1][c:2]1[n:3][cH:4][cH:5][c:6](-[c:8]2[c:9](-[c:17]3[cH:18][c:19]([C:20](=[O:21])[NH:22][c:23]4[c:24]([F:30])[cH:25][cH:26][cH:27][c:28]4[F:29])[cH:31][cH:32][cH:33]3)[n:10][c:11]3[n:12]2[cH:13][cH:14][cH:15][cH:16]3)[n:7]1.[Cl:66][CH2:67][Cl:68].[Na+:65].[c:52]1([CH3:53])[cH:54][cH:55][c:56]([S:57]([OH:58])(=[O:59])=[O:60])[cH:61][cH:62]1>>[c:2]1([NH:38][c:37]2[c:36]([O:35][CH3:34])[cH:42][c:41]([CH2:43][CH2:44][N:45]3[CH2:46][CH2:47][N:48]([CH3:51])[CH2:49][CH2:50]3)[cH:40][cH:39]2)[n:3][cH:4][cH:5][c:6](-[c:8]2[c:9](-[c:17]3[cH:18][c:19]([C:20](=[O:21])[NH:22][c:23]4[c:24]([F:30])[cH:25][cH:26][cH:27][c:28]4[F:29])[cH:31][cH:32][cH:33]3)[n:10][c:11]3[n:12]2[cH:13][cH:14][cH:15][cH:16]3)[n:7]1. Reactants: [BH3-]C#N, CO, CC(=O)O, O=Cc1ccc(C(=O)O)s1, CC(C)(C)OC(=O)N1CCNCC1, [Na+]. Product: CC(C)(C)OC(=O)N1CCN(Cc2ccc(C(=O)O)s2)CC1. RXN SMILES: [C:24]([BH3-:25])#[N:26].[CH3:28][OH:29].[CH3:30][C:31](=[O:32])[OH:33].[CH:1](=[O:2])[c:3]1[cH:4][cH:5][c:6]([C:8](=[O:9])[OH:10])[s:7]1.[N:11]1([C:17](=[O:18])[O:19][C:20]([CH3:21])([CH3:22])[CH3:23])[CH2:12][CH2:13][NH:14][CH2:15][CH2:16]1.[Na+:27]>>[CH2:1]([c:3]1[cH:4][cH:5][c:6]([C:8](=[O:9])[OH:10])[s:7]1)[N:14]1[CH2:13][CH2:12][N:11]([C:17](=[O:18])[O:19][C:20]([CH3:21])([CH3:22])[CH3:23])[CH2:16][CH2:15]1. Starting materials: ClC1=NC=CC=2N(C(N(C(C21)=O)C)=O)C (5-chloro-1,3-dimethylpyrido[4,3-d]pyrimidine-2,4-dione), O.NN (hydrazine hydrate). Solvent: CO (methanol). Product: N(N)C1=NC=CC=2N(C(N(C(C21)=O)C)=O)C (5-hydrazino-1,3-dimethylpyrido[4,3-d]pyrimidine-2,4-dione). Yield: 93.1%. Reaction SMILES: Cl[C:2]1[C:11]2[C:10](=[O:12])[N:9]([CH3:13])[C:8](=[O:14])[N:7]([CH3:15])[C:6]=2[CH:5]=[CH:4][N:3]=1.O.[NH2:17][NH2:18]>CO>[NH:17]([C:2]1[C:11]2[C:10](=[O:12])[N:9]([CH3:13])[C:8](=[O:14])[N:7]([CH3:15])[C:6]=2[CH:5]=[CH:4][N:3]=1)[NH2:18] |f:1.2|. Reported procedure: 0.69 g of Compound 17 and 0.31 g of hydrazine hydrate were added to 20 ml of methanol and the solution was heated under reflux for 24 hr. The solvent was distilled off to give 0.63 g of 5-hydrazino-1,3-dimethylpyrido[4,3-d]pyrimidine-2,4-dione (Compound 18). Starting materials: C=CC#N, CCO, NC1(CO)CCN(Cc2ccccc2)CC1. The product is N#CCCNC1(CO)CCN(Cc2ccccc2)CC1. Reaction SMILES: [C:17]([CH:18]=[CH2:19])#[N:20].[CH3:21][CH2:22][OH:23].[NH2:1][C:2]1([CH2:15][OH:16])[CH2:3][CH2:4][N:5]([CH2:8][c:9]2[cH:10][cH:11][cH:12][cH:13][cH:14]2)[CH2:6][CH2:7]1>>[NH:1]([C:2]1([CH2:15][OH:16])[CH2:3][CH2:4][N:5]([CH2:8][c:9]2[cH:10][cH:11][cH:12][cH:13][cH:14]2)[CH2:6][CH2:7]1)[CH2:19][CH2:18][C:17]#[N:20]. Reactants: C1(=CC=CC=C1)C1(CC1)C1=CC=C2C(=N1)SC=N2 (5-(1-phenylcyclopropyl)thiazolo[5,4-b]pyridine), BrC1=CC(=C(C(=C1)C)C1OCCCO1)C (2-(4-bromo-2,6-dimethylphenyl)-1,3-dioxane), C([O-])([O-])=O.[Cs+].[Cs+] (cesium carbonate). Reagents/catalysts: CC(C)(C)P(C1=CC=C(C=C1)N(C)C)C(C)(C)C.CC(C)(C)P(C1=CC=C(C=C1)N(C)C)C(C)(C)C.Cl[Pd]Cl (PdCl2(AmPhos)2). Run in CN(C)C=O (DMF). Conditions: temperature 190 celsius, time 30 minute. The product is O1C(OCCC1)C1=C(C=C(C=C1C)C=1SC2=NC(=CC=C2N1)C1(CC1)C1=CC=CC=C1)C (2-(4-(1,3-dioxan-2-yl)-3,5-dimethylphenyl)-5-(1-phenylcyclopropyl)-thiazolo[5,4-b]pyridine). As a reaction SMILES: [C:1]1([C:7]2([C:10]3[N:15]=[C:14]4[S:16][CH:17]=[N:18][C:13]4=[CH:12][CH:11]=3)[CH2:9][CH2:8]2)[CH:6]=[CH:5][CH:4]=[CH:3][CH:2]=1.Br[C:20]1[CH:25]=[C:24]([CH3:26])[C:23]([CH:27]2[O:32][CH2:31][CH2:30][CH2:29][O:28]2)=[C:22]([CH3:33])[CH:21]=1.C(=O)([O-])[O-].[Cs+].[Cs+]>CN(C=O)C.CC(P(C(C)(C)C)C1C=CC(N(C)C)=CC=1)(C)C.CC(P(C(C)(C)C)C1C=CC(N(C)C)=CC=1)(C)C.Cl[Pd]Cl>[O:28]1[CH2:29][CH2:30][CH2:31][O:32][CH:27]1[C:23]1[C:22]([CH3:33])=[CH:21][C:20]([C:17]2[S:16][C:14]3[C:13]([N:18]=2)=[CH:12][CH:11]=[C:10]([C:7]2([C:1]4[CH:6]=[CH:5][CH:4]=[CH:3][CH:2]=4)[CH2:8][CH2:9]2)[N:15]=3)=[CH:25][C:24]=1[CH3:26] |f:2.3.4,6.7.8|. Procedure: A mixture of 5-(1-phenylcyclopropyl)thiazolo[5,4-b]pyridine (23.2 mg, 92 μmol), 2-(4-bromo-2,6-dimethylphenyl)-1,3-dioxane (25 mg, 92 μmol), PdCl2(AmPhos)2 (4.8 mg, 7.7 μmol), and cesium carbonate (90 mg, 276 μmol) in DMF (1.0 mL) was heated (microwave) at 190° C. under argon for 30 min, then at 200° C. for 30 min. The reaction mixture was then partitioned between EtOAc (40 mL) and water (10 mL). The organic layer was separated and sequentially washed with water (2×10 mL) and brine (10 mL), then... The reactants are compounds 35, N1=CC(=CC=C1)C=CC(=O)N (3-(pyridin-3-yl)-acrylamide), N1=CC(=CC=C1)C=CC(=O)N (3-(pyridin-3-yl)-acrylamide), C(#N)C1=C(SC=2CNCCC21)NC(C=CC2=CC=CC=C2)=O (N-(3-cyano-4,5,6,7-tetrahydro-thieno[2,3-c]pyridin-2-yl)-3-phenyl-acrylamide), C(#N)C1=C(SC=2CNCCC21)NC(C=CC2=CC=CC=C2)=O (N-(3-cyano-4,5,6,7-tetrahydro-thieno[2,3-c]pyridin-2-yl)-3-phenyl-acrylamide), ClC(=S)OCC (ethyl chlorothioformate). The product is C(C)(=O)N1CC2=C(CC1)C(=C(S2)NC(\C=C\C2=CC=CC=C2)=O)C#N ((E)-N-(6-Acetyl-3-cyano-4,5,6,7-tetrahydro-thieno[2,3-c]pyridin-2-yl)-3-phenyl-acrylamide). Reaction SMILES: [C:1]([C:3]1[C:11]2[CH2:10][CH2:9][NH:8][CH2:7][C:6]=2[S:5][C:4]=1[NH:12][C:13](=[O:22])[CH:14]=[CH:15][C:16]1[CH:21]=[CH:20][CH:19]=[CH:18][CH:17]=1)#[N:2].N1C=CC=C(C=[CH:30][C:31](N)=[O:32])C=1.ClC(OCC)=S>>[C:31]([N:8]1[CH2:9][CH2:10][C:11]2[C:3]([C:1]#[N:2])=[C:4]([NH:12][C:13](=[O:22])/[CH:14]=[CH:15]/[C:16]3[CH:21]=[CH:20][CH:19]=[CH:18][CH:17]=3)[S:5][C:6]=2[CH2:7]1)(=[O:32])[CH3:30]. Reported procedure: The following compounds 35 and 36 can be prepared according to the general procedure F described below starting from N-3-cyano-4,5,6,7-tetrahydro-thieno[2,3-c]pyridin-2-yl)-3-phenyl-acrylamide (compound B1) or N-3-cyano-4,5,6,7-tetrahydro-thieno[2,3-c]pyridin-2-yl)-3-(pyridin-3-yl)-acrylamide (compound B2) and ethyl chlorothioformate. Starting materials: C(C1=CC=CC=C1)OC(=O)CNCCCNC(=O)C=1NC(=C2C=C(C=CC12)Cl)C1=CC=CC=C1 (5-chloro-3-phenylisoindole-1-carboxylic acid {3-[(benzyloxycarbonyl)methylamino]propyl}amide), Br (hydrobromic acid), C(C)OCC (diethyl ether). Procedure details: 9.5 G. of 5-chloro-3-phenylisoindole-1-carboxylic acid {3-[(benzyloxycarbonyl)methylamino]propyl}amide are dissolved in 20 ml. of glacial acetic acid and 30 ml. of a solution of 33% hydrobromic acid in glacial acetic acid are added thereto. The mixture is allowed to stand at room temperature for 2 hours with occasional agitation and it is thereafter poured into 300 ml. of diethyl ether. The separated hydrobromide is removed by filtration under suction, washed with diethyl ether and treated with ... The product is CNCCCNC(=O)C=1NC(=C2C=C(C=CC12)Cl)C1=CC=CC=C1 (5-chloro-3-phenylisoindole-1-carboxylic acid [3-(methylamino)propyl]amide). The solvent is C(C)(=O)O (acetic acid), C(C)(=O)O (acetic acid). Reaction SMILES: C(OC([CH2:11][NH:12][CH2:13][CH2:14][CH2:15][NH:16][C:17]([C:19]1[NH:20][C:21]([C:29]2[CH:34]=[CH:33][CH:32]=[CH:31][CH:30]=2)=[C:22]2[C:27]=1[CH:26]=[CH:25][C:24]([Cl:28])=[CH:23]2)=[O:18])=O)C1C=CC=CC=1.Br.C(OCC)C>C(O)(=O)C>[CH3:11][NH:12][CH2:13][CH2:14][CH2:15][NH:16][C:17]([C:19]1[NH:20][C:21]([C:29]2[CH:30]=[CH:31][CH:32]=[CH:33][CH:34]=2)=[C:22]2[C:27]=1[CH:26]=[CH:25][C:24]([Cl:28])=[CH:23]2)=[O:18]. Reaction conditions: time 2 hour. Reactants: C(F)(C(F)(F)F)(C(F)(F)F)CCI ((CF3)2CFCH2CH2I), C(C)(=O)O (acetic acid). The reagents and catalysts are [Zn] (zinc). The solvent is O (water). Reaction conditions: temperature 60 celsius, time 2.5 hour. Product: C(F)(C(F)(F)F)(C(F)(F)F)CC ((CF3)2CFCH2CH3). Yield: 56.0%. As a reaction SMILES: [C:1]([CH2:11][CH2:12]I)([C:7]([F:10])([F:9])[F:8])([C:3]([F:6])([F:5])[F:4])[F:2].C(O)(=O)C>O.[Zn]>[C:1]([CH2:11][CH3:12])([C:3]([F:4])([F:5])[F:6])([C:7]([F:10])([F:9])[F:8])[F:2]. Procedure details: A mixture of perfluoroisopropyl iodide (5.6 g, 0.19 mole), ethylene (5 L, 0.2 mole) and benzoyl peroxide (3.2 g) was heated in a 100 mL steel autoclave at 100° C. for 6 hours with stirring. The reaction product contained perfluoroisopropyl,iodide and (CF3)2CFCH2CH2I in a 1:1 ratio. Distillation of the reaction mixture gave (CF3)2CFCH2CH2I (b.p. 118 to 124° C.) in 33% yield. (CF3)2CFCH2CH2I (10 g) was added dropwise to a mixture of zinc dust (5 g) and acetic acid (30 mL). After the exothermic rea... The reactants are CC(C)(S(=O)NC1(CC(C1)NC(OC(C)(C)C)=O)C)C (tert-butyl 3-(1,1-dimethylethylsulfinamido)-3-methylcyclobutylcarbamate), Cl (HCl). Solvent: CO (MeOH), O1CCOCC1 (dioxane). Run at time 8 hour. Yields the product Cl.NC1(CC(C1)NC(OC(C)(C)C)=O)C (tert-butyl 3-amino-3-methylcyclobutylcarbamate hydrochloride). Yield: 63.0%. As a reaction SMILES: CC(C)(S([NH:6][C:7]1([CH3:19])[CH2:10][CH:9]([NH:11][C:12](=[O:18])[O:13][C:14]([CH3:17])([CH3:16])[CH3:15])[CH2:8]1)=O)C.[ClH:21]>CO.O1CCOCC1>[ClH:21].[NH2:6][C:7]1([CH3:19])[CH2:10][CH:9]([NH:11][C:12](=[O:18])[O:13][C:14]([CH3:16])([CH3:15])[CH3:17])[CH2:8]1 |f:4.5|. Procedure: To a stirred solution of tert-butyl 3-(1,1-dimethylethylsulfinamido)-3-methylcyclobutylcarbamate (0.45 g, 1.48 mmol) in 150 mL of MeOH was added 2N HCl in dioxane (1.8 mL). The solution was stirred at room temperature overnight. The solvent was removed under reduced pressure, and the residue was triturated with EtOAc, then decanted and dried to give tert-butyl 3-amino-3-methylcyclobutylcarbamate hydrochloride (0.22 g, 63%) as a white solid. MS: (M+H)+=201.2; 1H NMR (300 MHz, DMSO): δ 2.24-2.22 (... The reactants are CC1=CC(C=C(O1)C(=O)OCC)=O (ethyl 6-methyl-4-oxo-4H-pyran-2-carboxylate), [O-]CC.[Na+] (sodium ethoxide), C(C1=CC=CC=C1)=O (Benzaldehyde), [Na] (sodium). Run in C(C)O (ethanol), O (water), C(C)O (ethanol). Product: O=C1C=C(OC(=C1)C=CC1=CC=CC=C1)C(=O)O (4-Oxo-6-(2-phenylethenyl)-4H-pyran-2-carboxylic acid). As a reaction SMILES: [CH3:1][C:2]1[O:7][C:6]([C:8]([O:10]CC)=[O:9])=[CH:5][C:4](=[O:13])[CH:3]=1.[O-]CC.[Na+].[Na].[CH:19](=O)[C:20]1[CH:25]=[CH:24][CH:23]=[CH:22][CH:21]=1>C(O)C.O>[O:13]=[C:4]1[CH:3]=[C:2]([CH:1]=[CH:19][C:20]2[CH:25]=[CH:24][CH:23]=[CH:22][CH:21]=2)[O:7][C:6]([C:8]([OH:10])=[O:9])=[CH:5]1 |f:1.2,^1:17|. Reported procedure: A solution of this ester (3.6 g) in ethanol (100 ml) was added to a solution of sodium ethoxide prepared by dissolving sodium (1.0 g) in ethanol (100 ml). Benzaldehyde (2.45 ml) was added and the stirred mixture was heated at 80°-90° C. for an hour, cooled, diluted with water (800 ml) and washed with ether. The aqueouse phase was acidified with 2M hydrochloric acid and extracted with ethyl acetate. The extract was dried and evaporated and the solid residue was recrystallised from dimethylformami...